This data is from the Open Reaction Database (ORD), a public repository of structured organic reaction records. The task is: describe an organic reaction: reactants, conditions, products, and yield The reactants are 100, ClC1=C(C(=CC=C1)[N+](=O)[O-])Cl (1,2-dichloro-3-nitrobenzene), NCCCO (3-amino-1-propanol). Run in C(CCC)O (butanol). Product: 115, ClC1=C(C(=CC=C1)[N+](=O)[O-])NCCCO (3-[(2-chloro-6-nitrophenyl)amino]-1-propanol). As a reaction SMILES: [Cl:1][C:2]1[CH:7]=[CH:6][CH:5]=[C:4]([N+:8]([O-:10])=[O:9])[C:3]=1Cl.[NH2:12][CH2:13][CH2:14][CH2:15][OH:16]>C(O)CCC>[Cl:1][C:2]1[CH:7]=[CH:6][CH:5]=[C:4]([N+:8]([O-:10])=[O:9])[C:3]=1[NH:12][CH2:13][CH2:14][CH2:15][OH:16]. Procedure details: A mixture of 100 parts of 1,2-dichloro-3-nitrobenzene, 95 parts of 3-amino-1-propanol and 200 parts of butanol is stirred and refluxed overnight. The reaction mixture is cooled and evaporated. The residue is taken up in water and the product is extracted with methylbenzene. The extract is washed with water, dried, filtered and evaporated, yielding 115 parts of 3-[(2-chloro-6-nitrophenyl)amino]-1-propanol as a residue.